Dataset: the Open Reaction Database (ORD), a public repository of structured organic reaction records. Task: describe an organic reaction: reactants, conditions, products, and yield The reactants are ClC1=NC=CC2=C1C(=NN2C(C2=CC=CC=C2)(C2=CC=CC=C2)C2=CC=CC=C2)I (4-chloro-3-iodo-1-trityl-1H-pyrazolo[4,3-c]pyridine), CO.C[O-].[Na+] (sodium methoxide methanol), O (water). Run in C1CCOC1 (THF). Run at temperature 50 celsius, time 2 hour. Yields the product IC1=NN(C2=C1C(=NC=C2)OC)C(C2=CC=CC=C2)(C2=CC=CC=C2)C2=CC=CC=C2 (3-iodo-4-methoxy-1-trityl-1H-pyrazolo[4,3-c]pyridine). RXN SMILES: Cl[C:2]1[C:7]2[C:8]([I:30])=[N:9][N:10]([C:11]([C:24]3[CH:29]=[CH:28][CH:27]=[CH:26][CH:25]=3)([C:18]3[CH:23]=[CH:22][CH:21]=[CH:20][CH:19]=3)[C:12]3[CH:17]=[CH:16][CH:15]=[CH:14][CH:13]=3)[C:6]=2[CH:5]=[CH:4][N:3]=1.[CH3:31][OH:32].C[O-].[Na+].O>C1COCC1>[I:30][C:8]1[C:7]2[C:2]([O:32][CH3:31])=[N:3][CH:4]=[CH:5][C:6]=2[N:10]([C:11]([C:24]2[CH:29]=[CH:28][CH:27]=[CH:26][CH:25]=2)([C:18]2[CH:23]=[CH:22][CH:21]=[CH:20][CH:19]=2)[C:12]2[CH:17]=[CH:16][CH:15]=[CH:14][CH:13]=2)[N:9]=1 |f:1.2.3|. Reported procedure: To a solution of 4-chloro-3-iodo-1-trityl-1H-pyrazolo[4,3-c]pyridine (1.7 g) in THF (20 mL) was added sodium methoxide methanol solution (1.5 M, 2.7 mL) at room temperature, and the mixture was stirred at 50° C. for 2 hr. To the reaction mixture was added water, and the mixture was extracted with ethyl acetate. The organic layer was washed with saturated brine, dried over anhydrous sodium sulfate, and concentrated under reduced pressure to give the title compound (1.6 g). Reactants: CC(=O)[O-], CC(C)O, [NH4+], O=C(O)CC(=O)O, O=Cc1ccc2c(c1)Cc1ccccc1-2. Yields the product NC(CC(=O)O)c1ccc2c(c1)Cc1ccccc1-2. Reaction SMILES: [CH3:24][C:25](=[O:26])[O-:27].[CH:28]([OH:29])([CH3:30])[CH3:31].[NH4+:23].[OH:16][C:17](=[O:18])[CH2:19][C:20](=[O:21])[OH:22].[cH:1]1[c:2]([CH:14]=[O:15])[cH:3][cH:4][c:5]2[c:13]1[CH2:12][c:11]1[c:6]-2[cH:7][cH:8][cH:9][cH:10]1>>[cH:1]1[c:2]([CH:20]([CH2:19][C:17]([OH:16])=[O:18])[NH2:23])[cH:3][cH:4][c:5]2[c:13]1[CH2:12][c:11]1[c:6]-2[cH:7][cH:8][cH:9][cH:10]1. Starting materials: COc1cc2ncnc(Nc3ccc(OCc4ccccn4)c(Cl)c3)c2cc1OCCCNC(=O)OC(C)(C)C, ClCCl, O=C(O)C(F)(F)F, [Na+], O=C([O-])O. Yields the product COc1cc2ncnc(Nc3ccc(OCc4ccccn4)c(Cl)c3)c2cc1OCCCN. RXN SMILES: [C:8]([O:9][C:10](=[O:11])[NH:14][CH2:15][CH2:16][CH2:17][O:18][c:19]1[cH:20][c:21]2[c:22]([NH:31][c:32]3[cH:33][c:34]([Cl:46])[c:35]([O:38][CH2:39][c:40]4[n:41][cH:42][cH:43][cH:44][cH:45]4)[cH:36][cH:37]3)[n:23][cH:24][n:25][c:26]2[cH:27][c:28]1[O:29][CH3:30])([CH3:12])([CH3:13])[CH3:47].[Cl:48][CH2:49][Cl:50].[F:1][C:2]([F:3])([F:4])[C:5]([OH:6])=[O:7].[Na+:55].[O-:51][C:52]([OH:53])=[O:54]>>[NH2:14][CH2:15][CH2:16][CH2:17][O:18][c:19]1[cH:20][c:21]2[c:22]([NH:31][c:32]3[cH:33][c:34]([Cl:46])[c:35]([O:38][CH2:39][c:40]4[n:41][cH:42][cH:43][cH:44][cH:45]4)[cH:36][cH:37]3)[n:23][cH:24][n:25][c:26]2[cH:27][c:28]1[O:29][CH3:30].